Dataset: the Open Reaction Database (ORD), a public repository of structured organic reaction records. Task: describe an organic reaction: reactants, conditions, products, and yield Starting materials: CCO, C[SH]=C(N)NN, I, NCCCN1CCCC1. The product is N=C(NN)NCCCN1CCCC1, I. As a reaction SMILES: [CH3:17][CH2:18][OH:19].[CH3:2][SH:3]=[C:4]([NH:5][NH2:6])[NH2:7].[IH:1].[N:8]1([CH2:13][CH2:14][CH2:15][NH2:16])[CH2:9][CH2:10][CH2:11][CH2:12]1>>[C:4]([NH:5][NH2:6])(=[NH:7])[NH:16][CH2:15][CH2:14][CH2:13][N:8]1[CH2:9][CH2:10][CH2:11][CH2:12]1.[IH:1]. Reactants: O (water), C(C)(=O)NC=1C=C2CC=3C(=NNC(C3)=O)C2=CC1 (7-Acetamido-[5H]-indeno[1,2-c]pyridazin-3[2H]-one), Cl (hydrochloric acid), C (charcoal). The product is Cl.NC=1C=C2CC=3C(=NNC(C3)=O)C2=CC1 (7-amino-[5H]-indeno[1,2-c]pyridazin-3[2H]-one hydrochloride). As a reaction SMILES: C([NH:4][C:5]1[CH:6]=[C:7]2[C:16](=[CH:17][CH:18]=1)[C:10]1=[N:11][NH:12][C:13](=[O:15])[CH:14]=[C:9]1[CH2:8]2)(=O)C.O.C.[ClH:21]>>[ClH:21].[NH2:4][C:5]1[CH:6]=[C:7]2[C:16](=[CH:17][CH:18]=1)[C:10]1=[N:11][NH:12][C:13](=[O:15])[CH:14]=[C:9]1[CH2:8]2 |f:4.5|. Procedure: 7-Acetamido-[5H]-indeno[1,2-c]pyridazin-3[2H]-one (2.0 g) in 6N hydrochloric acid (20 ml ) was stirred at reflux for 3 hours. Further water (150 ml ) was then added to give a clear, hot solution which was then treated with charcoal and filtered through diatomaceous earth. Concentration of the filtrate gave a buff precipitate of 7-amino-[5H]-indeno[1,2-c]pyridazin-3[2H]-one hydrochloride (1.3 g) which was collected and recrystallised from water (1.1 g, m.p. >300°); ν(Nujol mull) 3200-2000, and 16... Starting materials: COC1=C(CNC2=C(C=CC=C2)OC2=CC=CC=C2)C=CC=C1 (N-(2-methoxybenzyl)-2-phenoxyaniline), [O-]C#N.[K+] (potassium cyanate), O (water). Solvent: C(C)(=O)O (acetic acid). Run at time 2.5 hour. The product is NC(=O)N(C1=C(C=CC=C1)OC1=CC=CC=C1)CC1=C(C=CC=C1)OC (N-aminocarbonyl-N-(2-methoxybenzyl)-2-phenoxyaniline). Isolated yield 96.2%. Reaction SMILES: [CH3:1][O:2][C:3]1[CH:23]=[CH:22][CH:21]=[CH:20][C:4]=1[CH2:5][NH:6][C:7]1[CH:12]=[CH:11][CH:10]=[CH:9][C:8]=1[O:13][C:14]1[CH:19]=[CH:18][CH:17]=[CH:16][CH:15]=1.[O-:24][C:25]#[N:26].[K+].O>C(O)(=O)C>[NH2:26][C:25]([N:6]([CH2:5][C:4]1[CH:20]=[CH:21][CH:22]=[CH:23][C:3]=1[O:2][CH3:1])[C:7]1[CH:12]=[CH:11][CH:10]=[CH:9][C:8]=1[O:13][C:14]1[CH:15]=[CH:16][CH:17]=[CH:18][CH:19]=1)=[O:24] |f:1.2|. Reported procedure: In 20 ml of acetic acid was dissolved 1.54 g of N-(2-methoxybenzyl)-2-phenoxyaniline synthesized in the same manner as in Example 1(1), and then an aqueous potassium cyanate solution (1.23 g of potassium cyanate and 10 ml of water) was added dropwise to the solution, followed by stirring at room temperature for 2.5 hours. The reaction mixture was poured into water and extracted with ethyl acetate, and the extract was washed with a saturated aqueous sodium bicarbonate solution and a saturated sod...